Dataset: the Open Reaction Database (ORD), a public repository of structured organic reaction records. Task: describe an organic reaction: reactants, conditions, products, and yield The product is Cl, Cc1ccc(C)c(CC(=O)N2CCC(c3nc(N)cs3)CC2)c1. RXN SMILES: [C:1]([O:2][C:3](=[O:4])[NH:7][c:8]1[n:9][c:10]([CH:13]2[CH2:14][CH2:15][N:16]([C:19]([CH2:20][c:21]3[c:22]([CH3:28])[cH:23][cH:24][c:25]([CH3:27])[cH:26]3)=[O:29])[CH2:17][CH2:18]2)[s:11][cH:12]1)([CH3:5])([CH3:6])[CH3:30].[ClH:31].[O:32]1[CH2:33][CH2:34][O:35][CH2:36][CH2:37]1>>[ClH:31].[NH2:7][c:8]1[n:9][c:10]([CH:13]2[CH2:14][CH2:15][N:16]([C:19]([CH2:20][c:21]3[c:22]([CH3:28])[cH:23][cH:24][c:25]([CH3:27])[cH:26]3)=[O:29])[CH2:17][CH2:18]2)[s:11][cH:12]1. Reactants: Cc1ccc(C)c(CC(=O)N2CCC(c3nc(NC(=O)OC(C)(C)C)cs3)CC2)c1, Cl, C1COCCO1. Reactants: FC1=CC=C(C(=O)N[C@@H]2[C@H](COC3=CC=C(C=C23)N2CCN(CC2)C2COC2)O)C=C1 (4-fluoro-N-[(3R,4S)-3-hydroxy-6-[4-(oxetan-3-yl)piperazin-1-yl]chroman-4 yl]benzamide), [OH-].[Na+] (NaOH), C1CCOC1 (THF), 1,1 carbonyldiimidazole, CN (methyl amine). Conditions: time 3 hour. Product: FC1=CC=C(C(=O)N[C@@H]2[C@H](COC3=CC=C(C=C23)N2CCN(CC2)C2COC2)OC(NC)=O)C=C1 ([(3R,4S)-4-[(4-Fluorobenzoyl)amino]-6-[4-(oxetan-3-yl)piperazin-1-yl]chroman-3-yl]N-methylcarbamate). RXN SMILES: [F:1][C:2]1[CH:31]=[CH:30][C:5]([C:6]([NH:8][C@H:9]2[C:18]3[C:13](=[CH:14][CH:15]=[C:16]([N:19]4[CH2:24][CH2:23][N:22]([CH:25]5[CH2:28][O:27][CH2:26]5)[CH2:21][CH2:20]4)[CH:17]=3)[O:12][CH2:11][C@@H:10]2[OH:29])=[O:7])=[CH:4][CH:3]=1.[CH3:32][NH2:33].[OH-].[Na+].C1[CH2:40][O:39]CC1>>[F:1][C:2]1[CH:31]=[CH:30][C:5]([C:6]([NH:8][C@H:9]2[C:18]3[C:13](=[CH:14][CH:15]=[C:16]([N:19]4[CH2:20][CH2:21][N:22]([CH:25]5[CH2:28][O:27][CH2:26]5)[CH2:23][CH2:24]4)[CH:17]=3)[O:12][CH2:11][C@@H:10]2[O:29][C:40](=[O:39])[NH:33][CH3:32])=[O:7])=[CH:4][CH:3]=1 |f:2.3|. Reported procedure: Suspend 4-fluoro-N-[(3R,4S)-3-hydroxy-6-[4-(oxetan-3-yl)piperazin-1-yl]chroman-4 yl]benzamide (10.0 g, 23.4 mmol) in THF (200 mL) and add 1,1 carbonyldiimidazole (4.9 g, 30.4 mmol). Stir at ambient temperature for 3 hr. Cool the reaction mixture to −5° C. and add 2 M methyl amine (in THF, 21 mL, 42.1 mmol) over 15 min. Stir the resulting mixture at −5-0° C. for 3 hr. Add 2 N NaOH (100 mL) and stir the mixture for 1 hr. at 10-30° C. Separate the layers and wash the organics with 2 N NaOH (4×100 m... Reactants: C(C)(=O)OCC (ethyl acetate), CC1=C(COC=2C=C(C=CC2)CC#N)C(=CC=C1)C (2-(3-(2,6-Dimethylbenzyloxy)phenyl)acetonitrile), [N-]=[N+]=[N-].[Na+] (sodium azide), [Cl-].[NH4+] (ammonium chloride). Run in CN(C=O)C (dimethylformamide), CCCCCC (hexane). Run at temperature 90 celsius. The product is CC1=C(COC=2C=C(CC3=NN=NN3)C=CC2)C(=CC=C1)C (5-(3-(2,6-Dimethylbenzyloxy)benzyl)-1H-tetrazole). RXN SMILES: [CH3:1][C:2]1[CH:18]=[CH:17][CH:16]=[C:15]([CH3:19])[C:3]=1[CH2:4][O:5][C:6]1[CH:7]=[C:8]([CH2:12][C:13]#[N:14])[CH:9]=[CH:10][CH:11]=1.[N-:20]=[N+:21]=[N-:22].[Na+].[Cl-].[NH4+].C(OCC)(=O)C>CN(C)C=O.CCCCCC>[CH3:1][C:2]1[CH:18]=[CH:17][CH:16]=[C:15]([CH3:19])[C:3]=1[CH2:4][O:5][C:6]1[CH:7]=[C:8]([CH:9]=[CH:10][CH:11]=1)[CH2:12][C:13]1[NH:22][N:21]=[N:20][N:14]=1 |f:1.2,3.4|. Procedure: A mixture of 2-(3-(2,6-Dimethylbenzyloxy)phenyl)acetonitrile (Step B, 3.2 g, 12.7 mmol), sodium azide (1.28 g, 16.7 mmol) and ammonium chloride (1.08 g, 20.2 mmol) in dry dimethylformamide (30 ml) was heated under argon at 90° C. for 9 hours or until all the starting material is consumed and the reaction mixture was concentrated under reduced pressure. The reaction mixture was taken in ethyl acetate and washed with water (2×), dried over Na2SO4, filtered, concentrated and purified by flash chrom... Starting materials: OCC1C(C2=CC=C(C=C2C1C1=C(C=C(C=C1)OC)OCOC)OCCC)C1=CC2=C(C=C1)OCO2 ((1RS,2RS,3RS)-2-hydroxymethyl-3-(4-methoxy-2-methoxymethoxyphenyl)-1-(3,4-methylenedioxyphenyl)-5-(prop-1-yloxy)indane), TEA, CS(=O)(=O)Cl (methanesulfonyl chloride). The solvent is C(Cl)Cl (methylene chloride). Conditions: time 1 hour. Yields the product CS(=O)(=O)OCC1C(C2=CC=C(C=C2C1C1=C(C=C(C=C1)OC)OCOC)OCCC)C1=CC2=C(C=C1)OCO2 ((1RS,2RS,3RS)-2-Methanesulfonyloxymethyl-3-(4-methoxy-2-methoxymethoxyphenyl)-1-(3,4-methylenedioxyphenyl)-5-(prop-1-yloxy)indane). Yield: 94.5%. As a reaction SMILES: [OH:1][CH2:2][CH:3]1[CH:11]([C:12]2[CH:17]=[CH:16][C:15]([O:18][CH3:19])=[CH:14][C:13]=2[O:20][CH2:21][O:22][CH3:23])[C:10]2[C:5](=[CH:6][CH:7]=[C:8]([O:24][CH2:25][CH2:26][CH3:27])[CH:9]=2)[CH:4]1[C:28]1[CH:33]=[CH:32][C:31]2[O:34][CH2:35][O:36][C:30]=2[CH:29]=1.[CH3:37][S:38](Cl)(=[O:40])=[O:39]>C(Cl)Cl>[CH3:37][S:38]([O:1][CH2:2][CH:3]1[CH:11]([C:12]2[CH:17]=[CH:16][C:15]([O:18][CH3:19])=[CH:14][C:13]=2[O:20][CH2:21][O:22][CH3:23])[C:10]2[C:5](=[CH:6][CH:7]=[C:8]([O:24][CH2:25][CH2:26][CH3:27])[CH:9]=2)[CH:4]1[C:28]1[CH:33]=[CH:32][C:31]2[O:34][CH2:35][O:36][C:30]=2[CH:29]=1)(=[O:40])=[O:39]. Procedure: To a solution of (1RS,2RS,3RS)-2-hydroxymethyl-3-(4-methoxy-2-methoxymethoxyphenyl)-1-(3,4-methylenedioxyphenyl)-5-(prop-1-yloxy)indane (1.388 g, 2.82 mmol) in methylene chloride (10 ml) with TEA (1.2 ml) stirred under argon at 0° C. was added methanesulfonyl chloride (0.41 g, 3.5 mmol). The cooling bath was removed and stirring continued for 1 h. The mixture was partitioned between EtOAc and 3N HCl. The organic extract was washed with H2O, saturated NaHCO3 solution, H2O, then brine, dried (Na2S...